From a dataset of the Open Reaction Database (ORD), a public repository of structured organic reaction records. describe an organic reaction: reactants, conditions, products, and yield Starting materials: [C-]#N, CS(C)=O, Clc1ncnc2[nH]ccc12, [K+], [Na], O, Cc1ccc(S(=O)O)cc1. Yields the product N#Cc1ncnc2[nH]ccc12. As a reaction SMILES: [C-:22]#[N:23].[CH3:25][S:26]([CH3:27])=[O:28].[Cl:1][c:2]1[c:3]2[c:4]([n:5][cH:6][n:7]1)[nH:8][cH:9][cH:10]2.[K+:24].[Na:21].[OH2:29].[c:11]1([CH3:12])[cH:13][cH:14][c:15]([S:16]([OH:17])=[O:18])[cH:19][cH:20]1>>[c:2]1([C:22]#[N:23])[c:3]2[c:4]([n:5][cH:6][n:7]1)[nH:8][cH:9][cH:10]2.